Dataset: the Open Reaction Database (ORD), a public repository of structured organic reaction records. Task: describe an organic reaction: reactants, conditions, products, and yield Starting materials: [Al+3], ClCCl, CCCCCCCOc1ccc2c(c1)SCCC2(C)C, CC(=O)Cl, [Cl-], [Cl-], [Cl-]. The product is CCCCCCCOc1cc2c(cc1C(C)=O)C(C)(C)CCS2. Reaction SMILES: [Al+3:6].[CH2:29]([Cl:30])[Cl:31].[CH2:9]([CH2:10][CH2:11][CH2:12][CH2:13][CH2:14][CH3:15])[O:16][c:17]1[cH:18][c:19]2[c:20]([cH:27][cH:28]1)[C:21]([CH3:25])([CH3:26])[CH2:22][CH2:23][S:24]2.[CH3:1][C:2]([Cl:3])=[O:4].[Cl-:5].[Cl-:7].[Cl-:8]>>[CH3:1][C:2](=[O:4])[c:28]1[c:17]([O:16][CH2:9][CH2:10][CH2:11][CH2:12][CH2:13][CH2:14][CH3:15])[cH:18][c:19]2[c:20]([cH:27]1)[C:21]([CH3:25])([CH3:26])[CH2:22][CH2:23][S:24]2.